Dataset: the Open Reaction Database (ORD), a public repository of structured organic reaction records. Task: describe an organic reaction: reactants, conditions, products, and yield Starting materials: CC=1C(N(C(N(N1)CCC=O)=O)C(=O)C1=CC=CC=C1)=O (3-[6-methyl-3,5-dioxo-4-(phenylcarbonyl)-4,5-dihydro-1,2,4-triazin-2(3H)-yl]propanal), FC(C1=CC=C(C=C1)[C@]12CNC[C@@H]2C1)(F)F ((1S,5R)-1-[4-(trifluoromethyl)phenyl]-3-azabicyclo[3.1.0]hexane), [BH-](OC(=O)C)(OC(=O)C)OC(=O)C.[Na+] (NaBH(AcO)3). Reagents/catalysts: CC([O-])C.[Ti+4].CC([O-])C.CC([O-])C.CC([O-])C (Titanium (IV) isopropoxide). Run in ClCCCl (1,2-Dichloroethane). Reaction conditions: time 20 minute. The product is CC=1C(N(C(N(N1)CCCN1C[C@]2(C[C@H]2C1)C1=CC=C(C=C1)C(F)(F)F)=O)C(=O)C1=CC=CC=C1)=O (6-methyl-4-(phenylcarbonyl)-2-(3-{(1S,5R)-1-[4-(trifluoromethyl)phenyl]-3-azabicyclo[3.1.0]hex-3-yl}propyl)-1,2,4-triazine-3,5(2H,4H)-dione). Yield: 57.1%. RXN SMILES: [CH3:1][C:2]1[C:3](=[O:21])[N:4]([C:13]([C:15]2[CH:20]=[CH:19][CH:18]=[CH:17][CH:16]=2)=[O:14])[C:5](=[O:12])[N:6]([CH2:8][CH2:9][CH:10]=O)[N:7]=1.[F:22][C:23]([F:37])([F:36])[C:24]1[CH:29]=[CH:28][C:27]([C@:30]23[CH2:35][C@H:34]2[CH2:33][NH:32][CH2:31]3)=[CH:26][CH:25]=1.[BH-](OC(C)=O)(OC(C)=O)OC(C)=O.[Na+]>ClCCCl.CC(C)[O-].[Ti+4].CC(C)[O-].CC(C)[O-].CC(C)[O-]>[CH3:1][C:2]1[C:3](=[O:21])[N:4]([C:13]([C:15]2[CH:20]=[CH:19][CH:18]=[CH:17][CH:16]=2)=[O:14])[C:5](=[O:12])[N:6]([CH2:8][CH2:9][CH2:10][N:32]2[CH2:33][C@H:34]3[C@:30]([C:27]4[CH:26]=[CH:25][C:24]([C:23]([F:22])([F:37])[F:36])=[CH:29][CH:28]=4)([CH2:35]3)[CH2:31]2)[N:7]=1 |f:2.3,5.6.7.8.9|. Reported procedure: 3-[6-methyl-3,5-dioxo-4-(phenylcarbonyl)-4,5-dihydro-1,2,4-triazin-2(3H)-yl]propanal, Titanium (IV) isopropoxide (0.110 mL, 0.376 mmol) and (1S,5R)-1-[4-(trifluoromethyl)phenyl]-3-azabicyclo[3.1.0]hexane (for reference preparation procedure see WO2005/080382, 62.6 mg, 0.276 mmol) were dissolved in 1,2-Dichloroethane (DCE) (9 mL) and the mixture was stirred at room temperature for 20 minutes. Afterwards the solution was cooled down to 0° C. and NaBH(AcO)3 (80 mg, 0.376 mmol) was added. The mixtur... Reactants: CCOC(=O)CSCC(O)C(CC1CCCCC1)NC(=O)OC(C)(C)C, CN1CCNCC1, CCOC(C)=O. Product: CN1CCN(C(=O)CSCC(O)C(CC2CCCCC2)NC(=O)OC(C)(C)C)CC1. As a reaction SMILES: [C:1]([CH3:2])([CH3:3])([CH3:4])[O:5][C:6](=[O:7])[NH:8][CH:9]([CH:10]([CH2:11][S:12][CH2:13][C:14]([O:16][CH2:15][CH3:17])=[O:18])[OH:19])[CH2:20][CH:21]1[CH2:22][CH2:23][CH2:24][CH2:25][CH2:26]1.[CH3:27][N:28]1[CH2:29][CH2:30][NH:31][CH2:32][CH2:33]1.[CH3:34][CH2:35][O:36][C:37](=[O:38])[CH3:39]>>[C:1]([CH3:2])([CH3:3])([CH3:4])[O:5][C:6](=[O:7])[NH:8][CH:9]([CH:10]([CH2:11][S:12][CH2:13][C:14](=[O:16])[N:31]1[CH2:30][CH2:29][N:28]([CH3:27])[CH2:33][CH2:32]1)[OH:19])[CH2:20][CH:21]1[CH2:22][CH2:23][CH2:24][CH2:25][CH2:26]1. The reactants are C(CCC)C1=CC=C(C=C1)C#CC1=CC=C(CNCC2=CC=C(OCC(=O)OC)C=C2)C=C1 (methyl {4-[({4-[(4-butylphenyl)ethynyl]benzyl}amino)methyl]-phenoxy}acetate), C(#N)C1=CC=C(C=C1)N=C=O (4-cyanophenyl isocyanate), C(C(CO)(CO)N)O (trisamine), CN(C)C=O (DMF). The solvent is C(Cl)Cl (DCM). Run at time 18 hour. The product is C(CCC)C1=CC=C(C=C1)C#CC1=CC=C(CN(C(=O)NC2=CC=C(C=C2)C#N)CC2=CC=C(OCC(=O)OC)C=C2)C=C1 (methyl [4-({{4-[(4-butylphenyl)ethynyl]benzyl}[(4-cyanoanilino)-carbonyl]amino}methyl)phenoxy]acetate). Yield: 132.1%. Reaction SMILES: [CH2:1]([C:5]1[CH:10]=[CH:9][C:8]([C:11]#[C:12][C:13]2[CH:33]=[CH:32][C:16]([CH2:17][NH:18][CH2:19][C:20]3[CH:31]=[CH:30][C:23]([O:24][CH2:25][C:26]([O:28][CH3:29])=[O:27])=[CH:22][CH:21]=3)=[CH:15][CH:14]=2)=[CH:7][CH:6]=1)[CH2:2][CH2:3][CH3:4].[C:34]([C:36]1[CH:41]=[CH:40][C:39]([N:42]=[C:43]=[O:44])=[CH:38][CH:37]=1)#[N:35].C(O)C(N)(CO)CO.CN(C=O)C>C(Cl)Cl>[CH2:1]([C:5]1[CH:6]=[CH:7][C:8]([C:11]#[C:12][C:13]2[CH:14]=[CH:15][C:16]([CH2:17][N:18]([CH2:19][C:20]3[CH:21]=[CH:22][C:23]([O:24][CH2:25][C:26]([O:28][CH3:29])=[O:27])=[CH:30][CH:31]=3)[C:43]([NH:42][C:39]3[CH:40]=[CH:41][C:36]([C:34]#[N:35])=[CH:37][CH:38]=3)=[O:44])=[CH:32][CH:33]=2)=[CH:9][CH:10]=1)[CH2:2][CH2:3][CH3:4]. Procedure: To a solution of methyl {4-[({4-[(4-butylphenyl)ethynyl]benzyl}amino)methyl]-phenoxy}acetate (37 mg, 0.084 mmol) in anhydrous DCM (2 ml) was added 4-cyanophenyl isocyanate (Aldrich, 45 mg, 0.31 mmol) and the reaction mixture was stirred at rt for 18 hrs. Then PS-trisamine resin (75 mg, Novabiochem, 3.5 mmol/g) and DMF (1 mL) were added and the resulting mixture was stirred at rt for 5 additional hrs. Removal of the resin by filtration followed by evaporation of the solvents gave 65 mg (97%) of t... Starting materials: CC(=CCC/C(=C/CC/C(=C/CC/C(=C/CC/C(=C/CC/C(=C/CC/C(=C/CC/C(=C/CC/C(=C/CC/C(=C/CC/C(=C/CO)/C)/C)/C)/C)/C)/C)/C)/C)/C)/C)C (undecaprenol), C(C)(=O)[O-].[Na+] (sodium acetate). Run in C(C)(=O)OC(C)=O (acetic acid anhydride), O (water), C(C)(=O)OC(C)=O (acetic acid anhydride). Conditions: temperature 100 celsius, time 1 hour. Product: C(C)(=O)OCC=C(CCC=C(CCC=C(CCC=C(CCC=C(CCC=C(CCC=C(CCC=C(CCC=C(CCC=C(CCC=C(C)C)C)C)C)C)C)C)C)C)C)C (3,7,11,15,19,23,27,31,35,39,43-Undecamethyl-2,6,10,14,18,22,26,30,34,38,42-tetratetracontaundecaenyl acetate). Reaction SMILES: [CH3:1][C:2]([CH3:56])=[CH:3][CH2:4][CH2:5]/[C:6](/[CH3:55])=[CH:7]/[CH2:8][CH2:9]/[C:10](/[CH3:54])=[CH:11]/[CH2:12][CH2:13]/[C:14](/[CH3:53])=[CH:15]/[CH2:16][CH2:17]/[C:18](/[CH3:52])=[CH:19]/[CH2:20][CH2:21]/[C:22](/[CH3:51])=[CH:23]/[CH2:24][CH2:25]/[C:26](/[CH3:50])=[CH:27]/[CH2:28][CH2:29]/[C:30](/[CH3:49])=[CH:31]/[CH2:32][CH2:33]/[C:34](/[CH3:48])=[CH:35]/[CH2:36][CH2:37]/[C:38](/[CH3:47])=[CH:39]/[CH2:40][CH2:41]/[C:42](/[CH3:46])=[CH:43]/[CH2:44][OH:45].[C:57]([O-])(=[O:59])[CH3:58].[Na+]>C(OC(=O)C)(=O)C.O>[C:57]([O:45][CH2:44][CH:43]=[C:42]([CH3:46])[CH2:41][CH2:40][CH:39]=[C:38]([CH3:47])[CH2:37][CH2:36][CH:35]=[C:34]([CH3:48])[CH2:33][CH2:32][CH:31]=[C:30]([CH3:49])[CH2:29][CH2:28][CH:27]=[C:26]([CH3:50])[CH2:25][CH2:24][CH:23]=[C:22]([CH3:51])[CH2:21][CH2:20][CH:19]=[C:18]([CH3:52])[CH2:17][CH2:16][CH:15]=[C:14]([CH3:53])[CH2:13][CH2:12][CH:11]=[C:10]([CH3:54])[CH2:9][CH2:8][CH:7]=[C:6]([CH3:55])[CH2:5][CH2:4][CH:3]=[C:2]([CH3:56])[CH3:1])(=[O:59])[CH3:58] |f:1.2|. Reported procedure: 3.5 Grams of undecaprenol were dissolved in 15 ml of acetic acid anhydride and the solution was added with 2.0 g of anhydrous sodium acetate at room temperature. The mixture was stirred at 100° C. for one hour to complete the reaction. Upon cooling, the reaction product was poured in water to hydrolyze excessive acetic acid anhydride. After extraction with n-hexane, the extract was washed with water and concentrated. The concentrate was purified by chromatography with 50 g of silica gel in n-hex... The reactants are C(=O)OCC (Ethyl formate), Cl.COC(CNC)=O (sarcosine methyl ester HCl salt), C([O-])([O-])=O.[K+].[K+] (potassium carbonate). The solvent is CCO (EtOH). Reaction conditions: time 8 hour. The product is COC(CN(C)C=O)=O (N-formyl sarcosine methyl ester). Isolated yield 81.0%. Reaction SMILES: [CH:1](OCC)=[O:2].Cl.[CH3:7][O:8][C:9](=[O:13])[CH2:10][NH:11][CH3:12].C(=O)([O-])[O-].[K+].[K+]>CCO>[CH3:7][O:8][C:9](=[O:13])[CH2:10][N:11]([CH:1]=[O:2])[CH3:12] |f:1.2,3.4.5|. Reported procedure: Ethyl formate (850 mL) was added to sarcosine methyl ester HCl salt (205 g, 1.46 mol, grounded into powder prior to use), potassium carbonate (205 g, 1.48 mol), and EtOH (800 mL), stirred overnight at rt, and filtered. The filtrate was concentrated in a rotary evaporator during which the residue separated into two layers. The upper layer was separated and the lower layer was extracted with EA. Combined EA extracts and the upper layer were dried over MgSO4, filtered, and concentrated to yield 185... Starting materials: CCOc1ccc2c(c1)n(C1CCCCC1)c(=O)n2S(=O)(=O)c1ccc(C(=O)O)cc1OC, CN(C)CC(C)(C)N, CCN(C(C)C)C(C)C, ClCCl. Yields the product CCOc1ccc2c(c1)n(C1CCCCC1)c(=O)n2S(=O)(=O)c1ccc(C(=O)NC(C)(C)CN(C)C)cc1OC. Reaction SMILES: [CH2:1]([CH3:2])[O:3][c:4]1[cH:5][c:6]2[c:7]([n:8]([S:18](=[O:19])(=[O:20])[c:21]3[c:22]([O:30][CH3:31])[cH:23][c:24]([C:27](=[O:28])[OH:29])[cH:25][cH:26]3)[c:9](=[O:17])[n:10]2[CH:11]2[CH2:12][CH2:13][CH2:14][CH2:15][CH2:16]2)[cH:32][cH:33]1.[CH3:34][N:35]([CH2:36][C:37]([CH3:38])([CH3:39])[NH2:40])[CH3:41].[CH:42]([N:43]([CH2:44][CH3:45])[CH:46]([CH3:47])[CH3:48])([CH3:49])[CH3:50].[Cl:51][CH2:52][Cl:53]>>[CH2:1]([CH3:2])[O:3][c:4]1[cH:5][c:6]2[c:7]([n:8]([S:18](=[O:19])(=[O:20])[c:21]3[c:22]([O:30][CH3:31])[cH:23][c:24]([C:27](=[O:29])[NH:40][C:37]([CH2:36][N:35]([CH3:34])[CH3:41])([CH3:38])[CH3:39])[cH:25][cH:26]3)[c:9](=[O:17])[n:10]2[CH:11]2[CH2:12][CH2:13][CH2:14][CH2:15][CH2:16]2)[cH:32][cH:33]1. The reactants are NC=1C=CC(=C(C1)[C@]1(N=C(OCC1(F)F)N)C)F ((R)-4-(5-amino-2-fluoro-phenyl)-5,5-difluoro-4-methyl-5,6-dihydro-4H-[1,3]oxazin-2-ylamine), ClCC=1OC=C(N1)C(=O)O (2-chloromethyl-oxazole-4-carboxylic acid). The product is NC=1OCC([C@@](N1)(C)C=1C=C(C=CC1F)NC(=O)C=1N=C(OC1)CCl)(F)F (2-Chloromethyl-oxazole-4-carboxylic acid [3-((R)-2-amino-5,5-difluoro-4-methyl-5,6-dihydro-4H-[1,3]oxazin-4-yl)-4-fluoro-phenyl]-amide). RXN SMILES: [NH2:1][C:2]1[CH:3]=[CH:4][C:5]([F:18])=[C:6]([C@:8]2([CH3:17])[C:13]([F:15])([F:14])[CH2:12][O:11][C:10]([NH2:16])=[N:9]2)[CH:7]=1.[Cl:19][CH2:20][C:21]1[O:22][CH:23]=[C:24]([C:26](O)=[O:27])[N:25]=1>>[NH2:16][C:10]1[O:11][CH2:12][C:13]([F:14])([F:15])[C@:8]([C:6]2[CH:7]=[C:2]([NH:1][C:26]([C:24]3[N:25]=[C:21]([CH2:20][Cl:19])[O:22][CH:23]=3)=[O:27])[CH:3]=[CH:4][C:5]=2[F:18])([CH3:17])[N:9]=1. Procedure details: The condensation of (R)-4-(5-amino-2-fluoro-phenyl)-5,5-difluoro-4-methyl-5,6-dihydro-4H-[1,3]oxazin-2-ylamine (intermediate XI-1) and 2-chloromethyl-oxazole-4-carboxylic acid following procedure I yielded the title compound as a colorless viscous oil. MS (ISP): m/z=403.3 [M+H]+. Reactants: CO, Cl, CCOC(=O)C(Cc1ccc(C(F)(F)F)cc1)C(O)c1ccccc1F, [Na], [OH-]. Yields the product O=C(O)C(Cc1ccc(C(F)(F)F)cc1)C(O)c1ccccc1F. Reaction SMILES: [CH3:30][OH:31].[ClH:29].[F:1][c:2]1[c:3]([CH:8]([CH:9]([C:10](=[O:11])[O:12][CH2:13][CH3:14])[CH2:15][c:16]2[cH:17][cH:18][c:19]([C:22]([F:23])([F:24])[F:25])[cH:20][cH:21]2)[OH:26])[cH:4][cH:5][cH:6][cH:7]1.[Na:27].[OH-:28]>>[F:1][c:2]1[c:3]([CH:8]([CH:9]([C:10](=[O:11])[OH:12])[CH2:15][c:16]2[cH:17][cH:18][c:19]([C:22]([F:23])([F:24])[F:25])[cH:20][cH:21]2)[OH:26])[cH:4][cH:5][cH:6][cH:7]1. Reactants: C(#N)C1=CC=C(C=C1)CCN1CCC(CC1)(O)CS(=O)C1=CC=C(C(=O)OC)C=C1 (methyl 4-{1-[2-(4-cyanophenyl)ethyl]-4-hydroxypiperidin-4-ylmethylsulfinyl}benzoate), O1CCCC1 (tetrahydrofuran), ClCCl (dichloromethane), C[Si]([O-])(C)C.[K+] (potassium trimethylsilanolate). Reaction conditions: time 4 hour. Product: Cl.C(#N)C1=CC=C(C=C1)CCN1CCC(CC1)(O)CS(=O)C1=CC=C(C(=O)O)C=C1 (4-{1-[2-(4-cyanophenyl)ethyl]-4-hydroxypiperidin-4-ylmethylsulfinyl}benzoic acid hydrochloride). As a reaction SMILES: [C:1]([C:3]1[CH:8]=[CH:7][C:6]([CH2:9][CH2:10][N:11]2[CH2:16][CH2:15][C:14]([CH2:18][S:19]([C:21]3[CH:30]=[CH:29][C:24]([C:25]([O:27]C)=[O:26])=[CH:23][CH:22]=3)=[O:20])([OH:17])[CH2:13][CH2:12]2)=[CH:5][CH:4]=1)#[N:2].O1CCCC1.C[Si](C)(C)[O-].[K+].[Cl:42]CCl>>[ClH:42].[C:1]([C:3]1[CH:4]=[CH:5][C:6]([CH2:9][CH2:10][N:11]2[CH2:12][CH2:13][C:14]([CH2:18][S:19]([C:21]3[CH:22]=[CH:23][C:24]([C:25]([OH:27])=[O:26])=[CH:29][CH:30]=3)=[O:20])([OH:17])[CH2:15][CH2:16]2)=[CH:7][CH:8]=1)#[N:2] |f:2.3,5.6|. Procedure details: To a solution of the compound (150 mg) obtained in Example 44 in a mixture of anhydrous tetrahydrofuran (8 mL) and anhydrous dichloromethane (8 mL) was added 90% potassium trimethylsilanolate (125 mg) at room temperature, followed by stirring at the same temperature under nitrogen atmosphere for four hours. Insoluble matter was collected by filtration, was washed with dichloromethane and was dried. The insoluble matter was dissolved in water (1 mL) and was then treated with 1 N hydrochloric acid...